From a dataset of the Open Reaction Database (ORD), a public repository of structured organic reaction records. describe an organic reaction: reactants, conditions, products, and yield The reactants are ClC1=CC(=CC=C1)C(=O)OO (m-chloroperbenzoic acid), S1CN(CC1)C(=O)O[C@H](C(=O)OCC1=CC=CC=C1)CC1=CC=CC=C1 (benzyl 2(S)-(3-thiazolidine-carbonyloxy)-3-phenylpropionate), S(=O)([O-])[O-].[Na+].[Na+] (sodium sulfite). Solvent: C(Cl)Cl (methylene chloride), C(Cl)Cl (methylene chloride). Reaction conditions: time 30 minute. The product is O=S1CN(CC1)C(=O)O[C@H](C(=O)OCC1=CC=CC=C1)CC1=CC=CC=C1 (benzyl 2(S)-(1-oxo-thiazolidine-3-carbonyloxy)3-phenylpropionate). The yield is 90.4%. As a reaction SMILES: [S:1]1[CH2:5][CH2:4][N:3]([C:6]([O:8][C@@H:9]([CH2:20][C:21]2[CH:26]=[CH:25][CH:24]=[CH:23][CH:22]=2)[C:10]([O:12][CH2:13][C:14]2[CH:19]=[CH:18][CH:17]=[CH:16][CH:15]=2)=[O:11])=[O:7])[CH2:2]1.ClC1C=CC=C(C(OO)=[O:35])C=1.S([O-])([O-])=O.[Na+].[Na+]>C(Cl)Cl>[O:35]=[S:1]1[CH2:5][CH2:4][N:3]([C:6]([O:8][C@@H:9]([CH2:20][C:21]2[CH:22]=[CH:23][CH:24]=[CH:25][CH:26]=2)[C:10]([O:12][CH2:13][C:14]2[CH:15]=[CH:16][CH:17]=[CH:18][CH:19]=2)=[O:11])=[O:7])[CH2:2]1 |f:2.3.4|. Procedure: To a solution of benzyl 2(S)-(3-thiazolidine-carbonyloxy)-3-phenylpropionate (371 mg) in methylene chloride (7 ml), which was cooled to 0° C., was added 80% m-chloroperbenzoic acid (215 mg). The mixture was stirred at same temperature for 30 minutes. Then 10% sodium sulfite aqueous solution and methylene chloride were added thereto, and the mixture was separated. The separated aqueous layer was extracted with methylene chloride (2 times). The combined extract was washed with saturated sodium hyd... The reactants are CC(C)O, O=[N+]([O-])c1ccc(F)c(F)c1, NN. Yields the product NNc1ccc([N+](=O)[O-])cc1F. As a reaction SMILES: [CH:14]([OH:15])([CH3:16])[CH3:17].[F:3][c:4]1[cH:5][c:6]([N+:11](=[O:12])[O-:13])[cH:7][cH:8][c:9]1[F:10].[NH2:1][NH2:2]>>[NH:1]([NH2:2])[c:9]1[c:4]([F:3])[cH:5][c:6]([N+:11](=[O:12])[O-:13])[cH:7][cH:8]1. The reactants are FC=1C=C(CNC(=O)NC=2SC=C(N2)CI)C=CC1 (1-(3-Fluorobenzyl)-3-(4-(iodomethyl)thiazol-2-yl)urea), O (water), FC=1C=C(CNC(=O)NC=2SC=C(N2)CI)C=CC1 (1-(3-Fluorobenzyl)-3-(4-(iodomethyl)thiazol-2-yl)urea), NCCO (2-amino-ethanol). The solvent is O1CCCC1 (tetrahydrofuran). Reaction conditions: time 8 hour. The product is FC=1C=C(CNC(=O)NC=2SC=C(N2)CNCCO)C=CC1 (1-(3-Fluorobenzyl)-3-(4-((2-hydroxyethylamino)methyl)thiazol-2-yl)urea). As a reaction SMILES: [F:1][C:2]1[CH:3]=[C:4]([CH:17]=[CH:18][CH:19]=1)[CH2:5][NH:6][C:7]([NH:9][C:10]1[S:11][CH:12]=[C:13]([CH2:15]I)[N:14]=1)=[O:8].[NH2:20][CH2:21][CH2:22][OH:23].O>O1CCCC1>[F:1][C:2]1[CH:3]=[C:4]([CH:17]=[CH:18][CH:19]=1)[CH2:5][NH:6][C:7]([NH:9][C:10]1[S:11][CH:12]=[C:13]([CH2:15][NH:20][CH2:21][CH2:22][OH:23])[N:14]=1)=[O:8]. Reported procedure: 1-(3-Fluorobenzyl)-3-(4-(iodomethyl)thiazol-2-yl)urea (Intermediate 7) was taken up in tetrahydrofuran and an excess of the 2-amino-ethanol (20 equiv.) was added. The reaction was allowed to stir overnight at room temperature. The reaction was poured into water and extracted with EtOAc, partitioned with brine, dried over Na2SO4, filtered, and volatiles were removed in vacuo. The resulting solid was triturated with EtOAc, followed by diethyl ether to give the title compound.